Dataset: the Open Reaction Database (ORD), a public repository of structured organic reaction records. Task: describe an organic reaction: reactants, conditions, products, and yield The reactants are IC=1C=CC(=C(C=O)C1)OCCN1CCCC1 (5-iodo-2-(2-pyrrolidin-1-yl-ethoxy)-benzaldehyde), ClC1=CC=C(C=C1)C=1C=CC(=NC1)C#C (5-(4-chloro-phenyl)-2-ethynyl-pyridine). Yields the product ClC1=CC=C(C=C1)C=1C=CC(=NC1)C#CC=1C=CC(=C(C=O)C1)OCCN1CCCC1 (5-[5-(4-chloro-phenyl)-pyridin-2-ylethynyl]-2-(2-pyrrolidin-1-yl-ethoxy)-benzaldehyde). RXN SMILES: I[C:2]1[CH:3]=[CH:4][C:5]([O:10][CH2:11][CH2:12][N:13]2[CH2:17][CH2:16][CH2:15][CH2:14]2)=[C:6]([CH:9]=1)[CH:7]=[O:8].[Cl:18][C:19]1[CH:24]=[CH:23][C:22]([C:25]2[CH:26]=[CH:27][C:28]([C:31]#[CH:32])=[N:29][CH:30]=2)=[CH:21][CH:20]=1>>[Cl:18][C:19]1[CH:20]=[CH:21][C:22]([C:25]2[CH:26]=[CH:27][C:28]([C:31]#[C:32][C:2]3[CH:3]=[CH:4][C:5]([O:10][CH2:11][CH2:12][N:13]4[CH2:17][CH2:16][CH2:15][CH2:14]4)=[C:6]([CH:9]=3)[CH:7]=[O:8])=[N:29][CH:30]=2)=[CH:23][CH:24]=1. Procedure: Prepared according to general working method I from 5-iodo-2-(2-pyrrolidin-1-yl-ethoxy)-benzaldehyde (1.50 g, 4.35 mmol) and 5-(4-chloro-phenyl)-2-ethynyl-pyridine (214 mg, 5.00 mmol). The reactants are FC1=CC=C(C=C1)C1=C(CCC1)C1=CC=C(C=C1)SC (1-[2-(4-fluorophenyl)cyclopenten-1-yl]-4-(methylthio)benzene), OOS(=O)[O-].[K+] (Oxone), KHSO5, OS(=O)(=O)[O-].[K+] (KHSO4), CO.C1CCOC1 (methanol THF). The solvent is O (water). Conditions: time 4 hour. The product is FC1=CC=C(C=C1)C1=C(CCC1)C1=CC=C(C=C1)S(=O)(=O)C (1-[2-(4-fluorophenyl)cyclopenten-1-yl]-4-(methylsulfonyl)benzene). The yield is 54.0%. RXN SMILES: [F:1][C:2]1[CH:7]=[CH:6][C:5]([C:8]2[CH2:12][CH2:11][CH2:10][C:9]=2[C:13]2[CH:18]=[CH:17][C:16](SC)=[CH:15][CH:14]=2)=[CH:4][CH:3]=1.O[O:22][S:23]([O-:25])=O.[K+].OS([O-])(=O)=O.[K+].CO.[CH2:35]1COCC1>O>[F:1][C:2]1[CH:3]=[CH:4][C:5]([C:8]2[CH2:12][CH2:11][CH2:10][C:9]=2[C:13]2[CH:14]=[CH:15][C:16]([S:23]([CH3:35])(=[O:25])=[O:22])=[CH:17][CH:18]=2)=[CH:6][CH:7]=1 |f:1.2,3.4,5.6|. Procedure details: A solution of 1.5 g (5 mmol) of 1-[2-(4-fluorophenyl)cyclopenten-1-yl]-4-(methylthio)benzene (Step 3) in 46 mL of methanol/THF (1:1) was slowly treated with 5.2 g (8.4 mmol) of Oxone® [2 KHSO5.KHSO4.K2SO4 ] in 23 mL of water. After stirring for 4 hours, the solvent was removed in vacuo. The residue was dissolved in ethyl acetate and washed with water and brine, dried (MgSO4), and reconcentrated. Recrystallization from ethyl acetate/hexane provided 960 mg (54%) of 1-[2-(4-fluorophenyl)cyclopenten... The reactants are CCOc1cc(C)[n+]([O-])c(-c2cccc(C)n2)c1, ClC(Cl)Cl, BrP(Br)Br. The product is CCOc1cc(C)nc(-c2cccc(C)n2)c1. As a reaction SMILES: [CH3:1][c:2]1[cH:3][c:4]([O:16][CH2:17][CH3:18])[cH:5][c:6](-[c:9]2[n:10][c:11]([CH3:15])[cH:12][cH:13][cH:14]2)[n+:7]1[O-:8].[CH:23]([Cl:24])([Cl:25])[Cl:26].[P:19]([Br:20])([Br:21])[Br:22]>>[CH3:1][c:2]1[cH:3][c:4]([O:16][CH2:17][CH3:18])[cH:5][c:6](-[c:9]2[n:10][c:11]([CH3:15])[cH:12][cH:13][cH:14]2)[n:7]1. Starting materials: O=CC=1C=CC=CC1Br. The reagents and catalysts are O1BOC(C)(C)C1(C)C, N1=CC=CC2=CC=CC(N)=C12, NC(C)(C)C, O1B(OC(C)(C)C1(C)C)B2OC(C)(C)C(O2)(C)C, C[OH2+].C[OH2+].C1CC=CCCC=C1.C1CC=CCCC=C1.[Ir].[Ir]. Conditions: temperature 90 celsius, time 12 hour. Product: O=CC=1C(Br)=CC=CC1B2OC(C)(C)C(O2)(C)C. Isolated yield 21.0%. The solvent is O1CCCC1. Reactants: ClC1=NC(=NC(=C1)N1CCN(CC1)C)N (4-chloro-6-(4-methylpiperazin-1-yl)pyrimidin-2-amine), CC1(OB(OC1(C)C)C1=CC=C2CCN(CC2=C1)C=1C=CC(=NC1)C#N)C (5-[7-(4,4,5,5-tetramethyl-1,3,2-dioxaborolan-2-yl)-3,4-dihydroisoquinolin-2(1H)-yl]pyridine-2-carbonitrile), [1,1′-bis(diphenylphosphino)ferrocene]dichloropalladium(II)dichloromethane, complex, C([O-])([O-])=O.[K+].[K+] (potassium carbonate), O (water). Solvent: CO (MeOH), O1CCOCC1 (1,4-dioxane). Run at temperature 120 celsius. Product: NC1=NC(=CC(=N1)C1=CC=C2CCN(CC2=C1)C=1C=CC(=NC1)C#N)N1CCN(CC1)C (5-{7-[2-amino-6-(4-methylpiperazin-1-yl)pyrimidin-4-yl]-3,4-dihydroisoquinolin-2(1H)-yl}pyridine-2-carbonitrile). Reaction SMILES: Cl[C:2]1[CH:7]=[C:6]([N:8]2[CH2:13][CH2:12][N:11]([CH3:14])[CH2:10][CH2:9]2)[N:5]=[C:4]([NH2:15])[N:3]=1.CC1(C)C(C)(C)OB([C:24]2[CH:33]=[C:32]3[C:27]([CH2:28][CH2:29][N:30]([C:34]4[CH:35]=[CH:36][C:37]([C:40]#[N:41])=[N:38][CH:39]=4)[CH2:31]3)=[CH:26][CH:25]=2)O1.C(=O)([O-])[O-].[K+].[K+].O>O1CCOCC1.CO>[NH2:15][C:4]1[N:3]=[C:2]([C:24]2[CH:33]=[C:32]3[C:27]([CH2:28][CH2:29][N:30]([C:34]4[CH:35]=[CH:36][C:37]([C:40]#[N:41])=[N:38][CH:39]=4)[CH2:31]3)=[CH:26][CH:25]=2)[CH:7]=[C:6]([N:8]2[CH2:13][CH2:12][N:11]([CH3:14])[CH2:10][CH2:9]2)[N:5]=1 |f:2.3.4|. Procedure details: A mixture of 4-chloro-6-(4-methylpiperazin-1-yl)pyrimidin-2-amine (0.075 g, 0.33 mmol), 5-[7-(4,4,5,5-tetramethyl-1,3,2-dioxaborolan-2-yl)-3,4-dihydroisoquinolin-2(1H)-yl]pyridine-2-carbonitrile (0.12 g, 0.33 mmol), [1,1′-bis(diphenylphosphino)ferrocene]dichloropalladium(II)dichloromethane (1:1) complex (0.01 g, 0.02 mmol) and potassium carbonate (0.14 g, 0.99 mmol) in 1,4-dioxane (2 mL), and water (1 mL) was heated at 120° C. for 2 h. After cooled to r.t., the mixture was diluted with MeOH, fil... Reactants: C1(=CCCCC1)CCNC(CC1=CC=C(C=C1)OC1=CC=CC=C1)=O (N-[2-(1-cyclohexen-1-yl)ethyl]-4-phenoxyphenyl acetamide), O=P(Cl)(Cl)Cl (POCl3). Solvent: C1(=CC=CC=C1)C (toluene). Yields the product O(C1=CC=CC=C1)C1=CC=C(CC2=NCCC=3CCCCC23)C=C1 ((±)-1-(p-phenoxybenzyl)-3,4,5,6,7,8-hexahydroisoquinoline). As a reaction SMILES: [C:1]1([CH2:7][CH2:8][NH:9][C:10](=O)[CH2:11][C:12]2[CH:17]=[CH:16][C:15]([O:18][C:19]3[CH:24]=[CH:23][CH:22]=[CH:21][CH:20]=3)=[CH:14][CH:13]=2)[CH2:6][CH2:5][CH2:4][CH2:3][CH:2]=1.O=P(Cl)(Cl)Cl>C1(C)C=CC=CC=1>[O:18]([C:15]1[CH:16]=[CH:17][C:12]([CH2:11][C:10]2[C:2]3[CH2:3][CH2:4][CH2:5][CH2:6][C:1]=3[CH2:7][CH2:8][N:9]=2)=[CH:13][CH:14]=1)[C:19]1[CH:24]=[CH:23][CH:22]=[CH:21][CH:20]=1. Procedure details: A mixture of 2.5 g (0.01 mol) N-[2-(1-cyclohexen-1-yl)ethyl]-4-phenoxyphenyl acetamide, 5.0 ml of POCl3 and 20 ml of toluene was heated at reflux under nitrogen for 2 hrs. After evaporation of the solvent and excess reagent there was obtained (±)-1-(p-phenoxybenzyl)-3,4,5,6,7,8-hexahydroisoquinoline as residue. The residue was triturated with pet ether (2×10 ml). The pet ether insoluble hexahydro compound was dissolved in methanol and immediately reduced by portionwise addition of 1.0 g of sodiu... The product is NC1=CC(=NC=N1)OC1=C(C=CC(=C1)C(F)(F)F)C1=CC(=C(C=C1)C=1C=NC(=NC1)N)F (5-{2′-[(6-Aminopyrimidin-4-yl)oxy]-3-fluoro-4′-(trifluoromethyl)biphenyl-4-yl}pyrimidin-2-amine). Procedure: The title compound was prepared in a manner similar to that described in Example 555 using 6-chloropyrimidin-4-amine and 4′-(2-aminopyrimidin-5-yl)-3′-fluoro-4-(trifluoromethyl)biphenyl-2-ol. MS (ESI): mass calcd. for C21H14F4N6O, 442.12; m/z found, 443.0 [M+H]+. 1H NMR (400 MHz, CD3OD) δ 8.60-8.54 (d, J=1.3, 2H), 8.11-8.07 (d, J=0.9, 1H), 7.82-7.69 (m, 2H), 7.60 (s, 1H), 7.59-7.52 (m, 1H), 7.47-7.36 (m, 2H), 5.95-5.88 (d, J=0.9, 1H). Reaction SMILES: Cl[C:2]1[N:7]=[CH:6][N:5]=[C:4]([NH2:8])[CH:3]=1.[NH2:9][C:10]1[N:15]=[CH:14][C:13]([C:16]2[CH:21]=[CH:20][C:19]([C:22]3[C:23]([OH:32])=[CH:24][C:25]([C:28]([F:31])([F:30])[F:29])=[CH:26][CH:27]=3)=[CH:18][C:17]=2[F:33])=[CH:12][N:11]=1>>[NH2:8][C:4]1[N:5]=[CH:6][N:7]=[C:2]([O:32][C:23]2[CH:24]=[C:25]([C:28]([F:29])([F:30])[F:31])[CH:26]=[CH:27][C:22]=2[C:19]2[CH:20]=[CH:21][C:16]([C:13]3[CH:12]=[N:11][C:10]([NH2:9])=[N:15][CH:14]=3)=[C:17]([F:33])[CH:18]=2)[CH:3]=1. The reactants are ClC1=CC(=NC=N1)N (6-chloropyrimidin-4-amine), NC1=NC=C(C=N1)C1=C(C=C(C=C1)C=1C(=CC(=CC1)C(F)(F)F)O)F (4′-(2-aminopyrimidin-5-yl)-3′-fluoro-4-(trifluoromethyl)biphenyl-2-ol). The reactants are C(C)(C)(C)OC(NCC=1N(C(C2=CC=C(C=C2C1C1=CC=CC=C1)C(C)=O)=O)CC(C)C)=O (Tert-butyl(6-acetyl-2-isobutyl-1-oxo-4-phenyl-1,2-dihydro-3-isoquinolinyl)methylcarbamate), Cl (hydrogen chloride). The solvent is C(C)(=O)OCC (ethyl acetate), C(C)(=O)OCC (ethyl acetate). Conditions: time 17 hour. Product: Cl.C(C)(=O)C=1C=C2C(=C(N(C(C2=CC1)=O)CC(C)C)CN)C1=CC=CC=C1 (6-Acetyl-3-(aminomethyl)-2-isobutyl-4-phenyl-1(2H)-isoquinolinone hydrochloride). The yield is 98.0%. Reaction SMILES: C(OC(=O)[NH:7][CH2:8][C:9]1[N:10]([CH2:29][CH:30]([CH3:32])[CH3:31])[C:11](=[O:28])[C:12]2[C:17]([C:18]=1[C:19]1[CH:24]=[CH:23][CH:22]=[CH:21][CH:20]=1)=[CH:16][C:15]([C:25](=[O:27])[CH3:26])=[CH:14][CH:13]=2)(C)(C)C.[ClH:34]>C(OCC)(=O)C>[ClH:34].[C:25]([C:15]1[CH:16]=[C:17]2[C:12](=[CH:13][CH:14]=1)[C:11](=[O:28])[N:10]([CH2:29][CH:30]([CH3:31])[CH3:32])[C:9]([CH2:8][NH2:7])=[C:18]2[C:19]1[CH:20]=[CH:21][CH:22]=[CH:23][CH:24]=1)(=[O:27])[CH3:26] |f:3.4|. Procedure details: Tert-butyl(6-acetyl-2-isobutyl-1-oxo-4-phenyl-1,2-dihydro-3-isoquinolinyl)methylcarbamate (0.10 g, 0.22 mmol) was dissolved in ethyl acetate (4 mL) and a solution (1 mL) of 4N hydrogen chloride in ethyl acetate was added thereto. The mixture was stirred at room temperature for 17 h. The reaction mixture was concentrated under reduced pressure and the residue was precipitated from ethyl acetate-diisopropyl ether (1:10) to give the title compound (0.084 g, 98%) as a pale-yellow powder. Reactants: CC=1N=C(NC1)C(CC1=CC2=CN(N=C2C(=C1)C)COCC[Si](C)(C)C)NC(OC(C)(C)C)=O (tert-Butyl 1-(4-methyl-1H-imidazol-2-yl)-2-(7-methyl-2-((2-(trimethylsilyl)ethoxy)methyl)-2H-indazol-5-yl)ethylcarbamate), FC=1C=C(CBr)C=CC1 (3-fluoro benzylbromide), C([O-])([O-])=O.[K+].[K+] (potassium carbonate). Run in CN(C=O)C (dimethylformamide). Run at time 16 hour. The product is FC=1C=C(CN2C(=NC(=C2)C)C(CC2=CC3=CN(N=C3C(=C2)C)COCC[Si](C)(C)C)NC(OC(C)(C)C)=O)C=CC1 ((±)-tert-Butyl 1-(1-(3-fluorobenzyl)-4-methyl-1H-imidazol-2-yl)-2-(7-methyl-2-((2-(trimethylsilyl)ethoxy)methyl)-2H-indazol-5-yl)ethylcarbamate). As a reaction SMILES: [CH3:1][C:2]1[N:3]=[C:4]([CH:7]([NH:27][C:28](=[O:34])[O:29][C:30]([CH3:33])([CH3:32])[CH3:31])[CH2:8][C:9]2[CH:17]=[C:16]([CH3:18])[C:15]3[C:11](=[CH:12][N:13]([CH2:19][O:20][CH2:21][CH2:22][Si:23]([CH3:26])([CH3:25])[CH3:24])[N:14]=3)[CH:10]=2)[NH:5][CH:6]=1.[F:35][C:36]1[CH:37]=[C:38]([CH:41]=[CH:42][CH:43]=1)[CH2:39]Br.C(=O)([O-])[O-].[K+].[K+]>CN(C)C=O>[F:35][C:36]1[CH:37]=[C:38]([CH:41]=[CH:42][CH:43]=1)[CH2:39][N:5]1[CH:6]=[C:2]([CH3:1])[N:3]=[C:4]1[CH:7]([NH:27][C:28](=[O:34])[O:29][C:30]([CH3:31])([CH3:33])[CH3:32])[CH2:8][C:9]1[CH:17]=[C:16]([CH3:18])[C:15]2[C:11](=[CH:12][N:13]([CH2:19][O:20][CH2:21][CH2:22][Si:23]([CH3:24])([CH3:25])[CH3:26])[N:14]=2)[CH:10]=1 |f:2.3.4|. Procedure: tert-Butyl 1-(4-methyl-1H-imidazol-2-yl)-2-(7-methyl-2-((2-(trimethylsilyl)ethoxy)methyl)-2H-indazol-5-yl)ethylcarbamate (38.4 mg, 0.079 mmol), 3-fluoro benzylbromide (10.8 μL, 0.083 mmol, 1.05 equiv), and potassium carbonate (22.0 mg, 0.16 mmol) were combined in dimethylformamide (1.0 mL). After stirring at room temperature for 16 h, the solvents were removed and the residue purified by column chromatography to afford 31.0 mg (64%). 1H-NMR (CD3OD, 300 MHz) δ −0.02 (s, 9H), 0.87-0.98 (m, 2H), 1.... The reactants are CCC(=O)NC1CC(n2cnc3c(NCC(c4ccccc4)c4ccccc4)nc(Cl)nc32)C(O)C1O, O=C(O)C(F)(F)F, NC1CCN(c2ccccn2)CC1, NC1CCN(c2nc(NCC(c3ccccc3)c3ccccc3)c3ncn(C4CC(NC(=O)COCc5ccccc5)C(O)C4O)c3n2)C1. Yields the product O=C(O)C(F)(F)F, CCC(=O)NC1CC(n2cnc3c(NCC(c4ccccc4)c4ccccc4)nc(NC4CCN(c5ccccn5)CC4)nc32)C(O)C1O. RXN SMILES: [Cl:57][c:58]1[n:59][c:60]([NH:79][CH2:80][CH:81]([c:82]2[cH:83][cH:84][cH:85][cH:86][cH:87]2)[c:88]2[cH:89][cH:90][cH:91][cH:92][cH:93]2)[c:61]2[n:62][cH:63][n:64]([CH:67]3[CH:68]([OH:78])[CH:69]([OH:77])[CH:70]([NH:72][C:73]([CH2:74][CH3:75])=[O:76])[CH2:71]3)[c:65]2[n:66]1.[F:1][C:2]([C:3](=[O:4])[OH:5])([F:6])[F:7].[N:94]1([c:101]2[n:102][cH:103][cH:104][cH:105][cH:106]2)[CH2:95][CH2:96][CH:97]([NH2:100])[CH2:98][CH2:99]1.[NH2:8][CH:9]1[CH2:10][CH2:11][N:12]([c:13]2[n:14][c:15]3[c:16]([n:17][cH:18][n:19]3[CH:20]3[CH2:21][CH:22]([NH:23][C:24](=[O:25])[CH2:26][O:27][CH2:28][c:29]4[cH:30][cH:31][cH:32][cH:33][cH:34]4)[CH:35]([OH:36])[CH:37]3[OH:38])[c:39]([NH:40][CH2:41][CH:42]([c:43]3[cH:44][cH:45][cH:46][cH:47][cH:48]3)[c:49]3[cH:50][cH:51][cH:52][cH:53][cH:54]3)[n:55]2)[CH2:56]1>>[F:1][C:2]([C:3](=[O:4])[OH:5])([F:6])[F:7].[c:58]1([NH:100][CH:97]2[CH2:96][CH2:95][N:94]([c:101]3[n:102][cH:103][cH:104][cH:105][cH:106]3)[CH2:99][CH2:98]2)[n:59][c:60]([NH:79][CH2:80][CH:81]([c:82]2[cH:83][cH:84][cH:85][cH:86][cH:87]2)[c:88]2[cH:89][cH:90][cH:91][cH:92][cH:93]2)[c:61]2[n:62][cH:63][n:64]([CH:67]3[CH:68]([OH:78])[CH:69]([OH:77])[CH:70]([NH:72][C:73]([CH2:74][CH3:75])=[O:76])[CH2:71]3)[c:65]2[n:66]1.